From a dataset of the Open Reaction Database (ORD), a public repository of structured organic reaction records. describe an organic reaction: reactants, conditions, products, and yield The reactants are CC(=O)NOC1C(C)=NC(C)=C(C)N1CCBr, O=C([O-])[O-], CN(C)C=O, [K+], [K+], Sc1ccccc1. Yields the product CC(=O)NOC1C(C)=NC(C)=C(C)N1CCSc1ccccc1. As a reaction SMILES: [C:14]([CH3:15])(=[O:16])[NH:17][O:18][CH:19]1[N:20]([CH2:28][CH2:29][Br:30])[C:21]([CH3:27])=[C:22]([CH3:26])[N:23]=[C:24]1[CH3:25].[C:8](=[O:9])([O-:10])[O-:11].[CH3:31][N:32]([CH3:33])[CH:34]=[O:35].[K+:12].[K+:13].[SH:1][c:2]1[cH:3][cH:4][cH:5][cH:6][cH:7]1>>[S:1]([c:2]1[cH:3][cH:4][cH:5][cH:6][cH:7]1)[CH2:29][CH2:28][N:20]1[CH:19]([O:18][NH:17][C:14]([CH3:15])=[O:16])[C:24]([CH3:25])=[N:23][C:22]([CH3:26])=[C:21]1[CH3:27]. The reactants are COC1=NC=2C(=NC=CC2C)N1CC1=CC=C(C=C1)C1=C(C=CC=C1)C1=NN=NN1 (2-methoxy-7-methyl-3[(2'-(1H-tetrazol-5-yl)-biphenyl-4-yl)methyl]-3H-imidazo[4.5-b]pyridine), Br (HBr). Run in O (water). Run at time 1.5 hour. The product is CC1=C2C(=NC=C1)N(C(N2)=O)CC2=CC=C(C=C2)C2=C(C=CC=C2)C2=NN=NN2 (7-methyl-3[(2'-(1H-tetrazol 5-yl)-biphenyl-4-yl)methyl]-1,3-dihydro-2-oxo-imidazo[4.5-b]pyridine). Isolated yield 79.4%. RXN SMILES: C[O:2][C:3]1[N:12]([CH2:13][C:14]2[CH:19]=[CH:18][C:17]([C:20]3[CH:25]=[CH:24][CH:23]=[CH:22][C:21]=3[C:26]3[NH:30][N:29]=[N:28][N:27]=3)=[CH:16][CH:15]=2)[C:6]2=[N:7][CH:8]=[CH:9][C:10]([CH3:11])=[C:5]2[N:4]=1.Br>O>[CH3:11][C:10]1[CH:9]=[CH:8][N:7]=[C:6]2[N:12]([CH2:13][C:14]3[CH:15]=[CH:16][C:17]([C:20]4[CH:25]=[CH:24][CH:23]=[CH:22][C:21]=4[C:26]4[NH:27][N:28]=[N:29][N:30]=4)=[CH:18][CH:19]=3)[C:3](=[O:2])[NH:4][C:5]=12. Procedure: A mixture of 90 mg (0.23 mmol) of 2-methoxy-7-methyl-3[(2'-(1H-tetrazol-5-yl)-biphenyl-4-yl)methyl]-3H-imidazo[4.5-b]pyridine and 1 ml of 48% HBr was stirred at a room temperature for 1.5 hours. The product mixture was mixed with water to produce crystals, which was taken out and washed with water to obtain 70 mg of the intended compound.